This data is from the Open Reaction Database (ORD), a public repository of structured organic reaction records. The task is: describe an organic reaction: reactants, conditions, products, and yield Reactants: NC1=CC=C(C=C1)CCC(=O)OCC (ethyl 3-(4-aminophenyl)propanoate), ClC1=C(C(=O)O)C=CC=N1 (2-Chloronicotinic acid), CN(C=O)C (N,N-dimethylformamide), C(C(=O)Cl)(=O)Cl (oxalylchloride). Solvent: C(C)N(CC)CC (triethylamine), ClCCl (dichloromethane). Reaction conditions: temperature 0 celsius, time 12 hour. The product is ClC1=C(C(=O)NC2=CC=C(C=C2)CCC(=O)OCC)C=CC=N1 (ethyl 3-[4-(2-Chloronicotinamido)phenyl]propanoate). The yield is 99.4%. Reaction SMILES: [Cl:1][C:2]1[N:10]=[CH:9][CH:8]=[CH:7][C:3]=1[C:4]([OH:6])=O.C(Cl)(=O)C(Cl)=O.CN(C)C=O.[NH2:22][C:23]1[CH:28]=[CH:27][C:26]([CH2:29][CH2:30][C:31]([O:33][CH2:34][CH3:35])=[O:32])=[CH:25][CH:24]=1>ClCCl.C(N(CC)CC)C>[Cl:1][C:2]1[N:10]=[CH:9][CH:8]=[CH:7][C:3]=1[C:4]([NH:22][C:23]1[CH:24]=[CH:25][C:26]([CH2:29][CH2:30][C:31]([O:33][CH2:34][CH3:35])=[O:32])=[CH:27][CH:28]=1)=[O:6]. Procedure: 2-Chloronicotinic acid (1 g, 6.35 mmol) was dissolved in dichloromethane and added with oxalylchloride and a catalytic amount of N,N-dimethylformamide at 0° C. The resulting mixture was refluxed for 3 hours and concentrated under reduced pressure. And then, the obtained acid chloride was dissolved in dichloromethane and cooled to 0° C. Ethyl 3-(4-nitrophenyl)acrylate (1.35 g, 7 mmol) prepared in step 1 and triethylamine were added, and the reaction mixture was stirred at room temperature for 12 ...